From a dataset of the Open Reaction Database (ORD), a public repository of structured organic reaction records. describe an organic reaction: reactants, conditions, products, and yield Starting materials: C(C1=CC=CC=C1)N1CC(C(C(C1)CC)O)(C)CC (1-benzyl-3,5-diethyl-4-hydroxy-3-methylpiperidine). The reagents and catalysts are [OH-].[Pd+2].[OH-] (palladium hydroxide). Run in CO (methanol), [H][H] (hydrogen). Product: C(C)C1(CNCC(C1O)CC)C (3,5-diethyl-4-hydroxy-3-methylpiperidine). As a reaction SMILES: C([N:8]1[CH2:13][CH:12]([CH2:14][CH3:15])[CH:11]([OH:16])[C:10]([CH2:18][CH3:19])([CH3:17])[CH2:9]1)C1C=CC=CC=1>CO.[H][H].[OH-].[Pd+2].[OH-]>[CH2:18]([C:10]1([CH3:17])[CH:11]([OH:16])[CH:12]([CH2:14][CH3:15])[CH2:13][NH:8][CH2:9]1)[CH3:19] |f:3.4.5|. Procedure details: A mixture of 1-benzyl-3,5-diethyl-4-hydroxy-3-methylpiperidine (1.8 g, 6.89 mmole) and 20% palladium hydroxide (0.2 g) in methanol (20 ml) was stirred in hydrogen atmosphere (4 atm.) for 3 hr at 45° C. Catalyst was filtered off, washed with methanol, filtrate was concentrated to give 3,5-diethyl-4-hydroxy-3-methylpiperidine as oil. Yield 1.1 g (94%), C12H2,NO, m/z 172 (M+1). Starting materials: BrCCCCN1C(C=2C(C1=O)=CC=CC2)=O (N-(4-bromobutyl)-phthalimide), C([O-])([O-])=O.[Cs+].[Cs+] (cesium carbonate), [I-].[Na+] (sodium iodide), CCCN[C@H]1CCC2=C(SC(=N2)N)C1 (pramipexole). Run in C(C)#N (acetonitrile). Product: NC=1SC2=C(N1)CC[C@@H](C2)N(CCCCN2C(C1=CC=CC=C1C2=O)=O)CCC ((S)-2-(4-((2-amino-4,5,6,7-tetrahydrobenzo[d]thiazol-6-yl)(propyl)amino)butyl)isoindoline-1,3-dione). The yield is 90.3%. As a reaction SMILES: Br[CH2:2][CH2:3][CH2:4][CH2:5][N:6]1[C:10](=[O:11])[C:9]2=[CH:12][CH:13]=[CH:14][CH:15]=[C:8]2[C:7]1=[O:16].C(=O)([O-])[O-].[Cs+].[Cs+].[I-].[Na+].[CH3:25][CH2:26][CH2:27][NH:28][C@@H:29]1[CH2:38][C:33]2[S:34][C:35]([NH2:37])=[N:36][C:32]=2[CH2:31][CH2:30]1>C(#N)C>[NH2:37][C:35]1[S:34][C:33]2[CH2:38][C@@H:29]([N:28]([CH2:27][CH2:26][CH3:25])[CH2:2][CH2:3][CH2:4][CH2:5][N:6]3[C:10](=[O:11])[C:9]4[C:8](=[CH:15][CH:14]=[CH:13][CH:12]=4)[C:7]3=[O:16])[CH2:30][CH2:31][C:32]=2[N:36]=1 |f:1.2.3,4.5|. Procedure: N-(4-bromobutyl)-phthalimide (2.25 g, 7.98 mmol), cesium carbonate (2.6 g, 7.98 mmol), and sodium iodide (1.80 g, 12 mmol) were added to a solution of pramipexole 1 (1.53 g, 7.25 mmol) in acetonitrile (50 mL). After refluxing for 3 hours, the mixture was evaporated in vacuo. The residue was partitioned between ethyl acetate and water. The organic layer was separated and washed with brine, and dried over anhydrous Na2SO4. Flash column chromatography (MeOH/EtOAc, 5:95) gave 13 as a colorless oil (... Starting materials: O1CCCC1 (tetrahydrofuran), OC1=C(C(=CC=C1C(=O)NC)OC)CCN1CCC(CC1)N1C=CC2=CC=C(C=C12)C(=O)N (1-(1-(2-(2-hydroxy-6-methoxy-3-((methylamino)carbonyl)phenyl)ethyl)piperidin-4-yl)-1H-indole-6-carboxamide), C(=O)(N1C=NC=C1)N1C=NC=C1 (1,1′-carbonyldiimidazole). The solvent is CN(C=O)C (N,N-dimethylformamide). Product: COC1=C(C2=C(C(N(C(O2)=O)C)=O)C=C1)CCN1CCC(CC1)N1C=CC2=CC=C(C=C12)C(=O)N (1-{1-[2-(7-Methoxy-3-methyl-2,4-dioxo-3,4-dihydro-2H-1,3-benzoxazin-8-yl)ethyl]piperidin-4-yl}-1H-indole-6-carboxamide). Reaction SMILES: [O:1]1CCCC1.[OH:6][C:7]1C(C(NC)=O)=[CH:11][CH:10]=[C:9]([O:17][CH3:18])[C:8]=1[CH2:19][CH2:20][N:21]1[CH2:26][CH2:25][CH:24]([N:27]2[C:35]3[C:30](=[CH:31][CH:32]=[C:33]([C:36]([NH2:38])=[O:37])[CH:34]=3)[CH:29]=[CH:28]2)[CH2:23][CH2:22]1.[C:39]([N:46]1[CH:50]=[CH:49]N=[CH:47]1)(N1C=CN=C1)=[O:40]>CN(C)C=O>[CH3:18][O:17][C:9]1[CH:10]=[CH:11][C:49]2[C:50](=[O:1])[N:46]([CH3:47])[C:39](=[O:40])[O:6][C:7]=2[C:8]=1[CH2:19][CH2:20][N:21]1[CH2:26][CH2:25][CH:24]([N:27]2[C:35]3[C:30](=[CH:31][CH:32]=[C:33]([C:36]([NH2:38])=[O:37])[CH:34]=3)[CH:29]=[CH:28]2)[CH2:23][CH2:22]1. Procedure: 30 ml of anhydrous tetrahydrofuran was added to 408 mg of 1-(1-(2-(2-hydroxy-6-methoxy-3-((methylamino)carbonyl)phenyl)ethyl)piperidin-4-yl)-1H-indole-6-carboxamide. Thereafter, 294 mg of 1,1′-carbonyldiimidazole was added thereto. The obtained mixture was then heated to reflux under nitrogen atmosphere for 5 minutes. Thereafter, 5 ml of N,N-dimethylformamide was added to the reaction solution, and the obtained mixture was then heated to reflux under nitrogen atmosphere for 45 minutes. The react...